From a dataset of the Open Reaction Database (ORD), a public repository of structured organic reaction records. describe an organic reaction: reactants, conditions, products, and yield Starting materials: FC=1C=CC2=C(C(C=C(O2)C(=O)O)=O)C1 (6-fluoro-4-oxo-4H-1-benzopyran-2-carboxylic acid). The reagents and catalysts are [Pd] (palladium on carbon). Solvent: C(C)(=O)O (acetic acid). The product is FC=1C=CC2=C(CCC(O2)C(=O)O)C1 (6-fluoro-3,4-dihydro-2H-1-benzopyran-2-carboxylic acid). Reaction SMILES: [F:1][C:2]1[CH:3]=[CH:4][C:5]2[O:10][C:9]([C:11]([OH:13])=[O:12])=[CH:8][C:7](=O)[C:6]=2[CH:15]=1>[Pd].C(O)(=O)C>[F:1][C:2]1[CH:3]=[CH:4][C:5]2[O:10][CH:9]([C:11]([OH:13])=[O:12])[CH2:8][CH2:7][C:6]=2[CH:15]=1. Procedure details: 6-Fluoro-4-oxo-4H-1-benzopyran-2-carboxylic acid (III) was reacted with 10% palladium on carbon in acetic acid as solvent under hydrogen atmosphere to give 6-fluoro-3,4-dihydro-2H-1-benzopyran-2-carboxylic acid (IV) as shown in Reaction-2 given below by a known process (U.S. Pat. No. 4,654,362). Reactants: [OH-].[Na+] (sodium hydroxide), N1=C(NC2=C1C=CC=C2)SCC=2C=CC=C1CC(CN(C21)CC)C(=O)OCC (8-(2-benzimidazolyl)thiomethyl-1-ethyl-3-ethoxycarbonyl-1,2,3,4-tetrahydroquinoline), [H-].[Al+3].[Li+].[H-].[H-].[H-] (lithium aluminium hydride). Run in O1CCCC1 (tetrahydrofuran), O (water), O1CCCC1 (tetrahydrofuran), O (water). Product: N1=C(NC2=C1C=CC=C2)SCC=2C=CC=C1CC(CN(C21)CC)CO (8-(2-benzimidazolyl)thiomethyl-1-ethyl-3-hydroxymethyl-1,2,3,4-tetrahydroquinoline). Yield: 78.3%. As a reaction SMILES: [H-].[Al+3].[Li+].[H-].[H-].[H-].[N:7]1[C:11]2[CH:12]=[CH:13][CH:14]=[CH:15][C:10]=2[NH:9][C:8]=1[S:16][CH2:17][C:18]1[CH:19]=[CH:20][CH:21]=[C:22]2[C:27]=1[N:26]([CH2:28][CH3:29])[CH2:25][CH:24]([C:30](OCC)=[O:31])[CH2:23]2.[OH-].[Na+]>O1CCCC1.O>[N:7]1[C:11]2[CH:12]=[CH:13][CH:14]=[CH:15][C:10]=2[NH:9][C:8]=1[S:16][CH2:17][C:18]1[CH:19]=[CH:20][CH:21]=[C:22]2[C:27]=1[N:26]([CH2:28][CH3:29])[CH2:25][CH:24]([CH2:30][OH:31])[CH2:23]2 |f:0.1.2.3.4.5,7.8|. Procedure details: To a suspension of lithium aluminium hydride (0.3 g) in tetrahydrofuran (50 ml) was added dropwise a solution of 8-(2-benzimidazolyl)thiomethyl-1-ethyl-3-ethoxycarbonyl-1,2,3,4-tetrahydroquinoline (1.0 g) in tetrahydrofuran (10 ml) with stirring under ice-cooling. The mixture was stirred for 3 hours at the same temperature. To the reaction mixture were added water (0.3 ml) and a solution of sodium hydroxide (0.3 g) in water (1.5 ml). After filtering off the precipitate, the filtrate was dried ov... Reactants: [Br-], COCCCN1CCOc2ccc(COC3CN(S(=O)(=O)c4ccc(C)cc4)C(CCC(=O)N(C)OC)CC3c3ccc(OC)cc3)cc21, C[Mg+]. Yields the product COCCCN1CCOc2ccc(COC3CN(S(=O)(=O)c4ccc(C)cc4)C(CCC(C)=O)CC3c3ccc(OC)cc3)cc21. As a reaction SMILES: [Br-:50].[CH3:1][O:2][N:3]([C:4]([CH2:5][CH2:6][CH:7]1[N:8]([S:38](=[O:39])(=[O:40])[c:41]2[cH:42][cH:43][c:44]([CH3:47])[cH:45][cH:46]2)[CH2:9][CH:10]([O:21][CH2:22][c:23]2[cH:24][cH:25][c:26]3[c:27]([cH:37]2)[N:28]([CH2:32][CH2:33][CH2:34][O:35][CH3:36])[CH2:29][CH2:30][O:31]3)[CH:11]([c:13]2[cH:14][cH:15][c:16]([O:19][CH3:20])[cH:17][cH:18]2)[CH2:12]1)=[O:48])[CH3:49].[CH3:51][Mg+:52]>>[C:4]([CH2:5][CH2:6][CH:7]1[N:8]([S:38](=[O:39])(=[O:40])[c:41]2[cH:42][cH:43][c:44]([CH3:47])[cH:45][cH:46]2)[CH2:9][CH:10]([O:21][CH2:22][c:23]2[cH:24][cH:25][c:26]3[c:27]([cH:37]2)[N:28]([CH2:32][CH2:33][CH2:34][O:35][CH3:36])[CH2:29][CH2:30][O:31]3)[CH:11]([c:13]2[cH:14][cH:15][c:16]([O:19][CH3:20])[cH:17][cH:18]2)[CH2:12]1)(=[O:48])[CH3:51]. The reactants are COC1=CC=C(C=N1)N1CCC(CC1)N1C[C@@H](CC1)NC(CNC(C1=CC(=CC=C1)C(F)(F)F)=O)=O (N-[2-({(3R)-1-[1-(6-methoxypyridin-3-yl)piperidin-4-yl]pyrrolidin-3-yl}amino)-2-oxoethyl]-3-(trifluoromethyl)benzamide), FC1=C(C=CC=C1)N1CCC(CC1)=O (1-(2-fluorophenyl)piperidin-4-one), COC1=CC=C(C=N1)N1CCC(CC1)=O (1-(6-methoxypyridin-3-yl)piperidin-4-one). The product is FC1=C(C=CC=C1)N1CCC(CC1)N1C[C@@H](CC1)NC(CNC(C1=CC(=CC=C1)C(F)(F)F)=O)=O (N-[2-({(3R)-1-[1-(2-fluorophenyl)piperidin-4-yl]pyrrolidin-3-yl}amino)-2-oxoethyl]-3-(trifluoromethyl)benzamide). As a reaction SMILES: COC1N=CC(N2CCC([N:15]3[CH2:19][CH2:18][C@@H:17]([NH:20][C:21](=[O:36])[CH2:22][NH:23][C:24](=[O:35])[C:25]4[CH:30]=[CH:29][CH:28]=[C:27]([C:31]([F:34])([F:33])[F:32])[CH:26]=4)[CH2:16]3)CC2)=CC=1.[F:37][C:38]1[CH:43]=[CH:42][CH:41]=[CH:40][C:39]=1[N:44]1[CH2:49][CH2:48][C:47](=O)[CH2:46][CH2:45]1.COC1N=CC(N2CCC(=O)CC2)=CC=1>>[F:37][C:38]1[CH:43]=[CH:42][CH:41]=[CH:40][C:39]=1[N:44]1[CH2:49][CH2:48][CH:47]([N:15]2[CH2:19][CH2:18][C@@H:17]([NH:20][C:21](=[O:36])[CH2:22][NH:23][C:24](=[O:35])[C:25]3[CH:30]=[CH:29][CH:28]=[C:27]([C:31]([F:32])([F:34])[F:33])[CH:26]=3)[CH2:16]2)[CH2:46][CH2:45]1. Procedure: The title compound was synthesized in similar fashion to N-[2-({(3R)-1-[1-(6-methoxypyridin-3-yl)piperidin-4-yl]pyrrolidin-3-yl}amino)-2-oxoethyl]-3-(trifluoromethyl)benzamide, whereby 1-(2-fluorophenyl)piperidin-4-one was substituted for 1-(6-methoxypyridin-3-yl)piperidin-4-one, and was isolated as a white solid. 1H-NMR (CD3OD) δ: 1.86-1.92 (m, 2H), 2.03-2.22 (m, 3H), 2.41-2.48 (m, 1H), 2.75 (t, J=11.1 Hz, 2H), 3.16-3.26 (m, 1H), 3.36-3.44 (m, 2H), 3.54-3.66 (m, 4H), 4.04 (s, 2H), 4.51-4.55 (m,... Reactants: BrB(Br)Br, COc1ccc(-c2ccc3c(c2)c(C)c(C)n3Cc2ccccc2)cc1, ClCCl. Yields the product Cc1c(C)n(Cc2ccccc2)c2ccc(-c3ccc(O)cc3)cc12. As a reaction SMILES: [B:27]([Br:28])([Br:29])[Br:30].[CH2:1]([c:2]1[cH:3][cH:4][cH:5][cH:6][cH:7]1)[n:8]1[c:9]([CH3:26])[c:10]([CH3:25])[c:11]2[cH:12][c:13](-[c:17]3[cH:18][cH:19][c:20]([O:23][CH3:24])[cH:21][cH:22]3)[cH:14][cH:15][c:16]12.[Cl:31][CH2:32][Cl:33]>>[CH2:1]([c:2]1[cH:3][cH:4][cH:5][cH:6][cH:7]1)[n:8]1[c:9]([CH3:26])[c:10]([CH3:25])[c:11]2[cH:12][c:13](-[c:17]3[cH:18][cH:19][c:20]([OH:23])[cH:21][cH:22]3)[cH:14][cH:15][c:16]12.